This data is from the Open Reaction Database (ORD), a public repository of structured organic reaction records. The task is: describe an organic reaction: reactants, conditions, products, and yield The reactants are Cc1cc(O)cc(C)c1Br, O=C1CCCN1CCCO. Yields the product Cc1cc(OCCCN2CCCC2=O)cc(C)c1Br. As a reaction SMILES: [Br:11][c:12]1[c:13]([CH3:20])[cH:14][c:15]([OH:19])[cH:16][c:17]1[CH3:18].[OH:1][CH2:2][CH2:3][CH2:4][N:5]1[C:6](=[O:10])[CH2:7][CH2:8][CH2:9]1>>[O:1]([CH2:2][CH2:3][CH2:4][N:5]1[C:6](=[O:10])[CH2:7][CH2:8][CH2:9]1)[c:15]1[cH:14][c:13]([CH3:20])[c:12]([Br:11])[c:17]([CH3:18])[cH:16]1. Reactants: CN(CCN1C=CC2=CC(=CC=C12)N)C (1-(2-(Dimethylamino)ethyl)-1H-indol-5-amine), I.S1C(=CC=C1)C(=N)SC (methyl thiophene-2-carbimidothioate hydroiodide), ClCCl (dichloromethane). The solvent is C([O-])(O)=O.[Na+] (sodium bicarbonate), C(C)O (ethanol). Run at time 3 hour. Product: CN(CCN1C=CC2=CC(=CC=C12)NC(=N)C=1SC=CC1)C (N-(1-(2-(Dimethylamino)ethyl)-1H-indol-5-yl)thiophene-2-carboximidamide). The yield is 21.9%. As a reaction SMILES: [CH3:1][N:2]([CH3:15])[CH2:3][CH2:4][N:5]1[C:13]2[C:8](=[CH:9][C:10]([NH2:14])=[CH:11][CH:12]=2)[CH:7]=[CH:6]1.I.[S:17]1[CH:21]=[CH:20][CH:19]=[C:18]1[C:22](SC)=[NH:23].ClCCl>C(O)C.C(=O)(O)[O-].[Na+]>[CH3:1][N:2]([CH3:15])[CH2:3][CH2:4][N:5]1[C:13]2[C:8](=[CH:9][C:10]([NH:14][C:22]([C:18]3[S:17][CH:21]=[CH:20][CH:19]=3)=[NH:23])=[CH:11][CH:12]=2)[CH:7]=[CH:6]1 |f:1.2,5.6|. Procedure details: A solution of compound 92 (0.104 g, 0.512 mmol) in absolute ethanol (3 mL) was treated with methyl thiophene-2-carbimidothioate hydroiodide (0.290 g, 1.02 mmol) at room temperature and the resulting mixture was stirred for 3 hours. The reaction was diluted with saturated aqueous sodium bicarbonate (5 mL) followed by dichloromethane (30 mL) and transferred to a separatory funnel. The aqueous was extracted twice more with dichloromethane (2×30 mL). The combined organics were washed with brine and ... Reactants: ClCCCl, CC(C)(C)OC(=O)N1CC2CC1CN2, ClCCl, O, O=C(O)c1nc2ccccc2[nH]1, On1nnc2ccccc21. Yields the product CC(C)(C)OC(=O)N1CC2CC1CN2C(=O)c1nc2ccccc2[nH]1. As a reaction SMILES: [CH2:27]([Cl:28])[CH2:29][Cl:30].[CH:1]12[N:2]([C:8](=[O:9])[O:10][C:11]([CH3:12])([CH3:13])[CH3:14])[CH2:3][CH:4]([NH:5][CH2:6]1)[CH2:7]2.[Cl:41][CH2:42][Cl:43].[OH2:44].[OH:15][C:16](=[O:17])[c:18]1[n:19][c:20]2[cH:21][cH:22][cH:23][cH:24][c:25]2[nH:26]1.[OH:31][n:32]1[c:33]2[c:34]([cH:35][cH:36][cH:37][cH:38]2)[n:39][n:40]1>>[CH:1]12[N:2]([C:8](=[O:9])[O:10][C:11]([CH3:12])([CH3:13])[CH3:14])[CH2:3][CH:4]([N:5]([C:16](=[O:15])[c:18]3[nH:19][c:20]4[cH:21][cH:22][cH:23][cH:24][c:25]4[n:26]3)[CH2:6]1)[CH2:7]2. As a reaction SMILES: [CH3:27][c:28]1[cH:29][cH:30][cH:31][cH:32][cH:33]1.[F:11][c:12]1[c:13]([O:20][c:21]2[cH:22][cH:23][cH:24][cH:25][cH:26]2)[cH:14][c:15]([CH2:18][OH:19])[cH:16][cH:17]1.[S:1]([Cl:2])([Cl:3])=[O:4].[cH:5]1[cH:6][cH:7][n:8][cH:9][cH:10]1>>[Cl:3][CH2:18][c:15]1[cH:14][c:13]([O:20][c:21]2[cH:22][cH:23][cH:24][cH:25][cH:26]2)[c:12]([F:11])[cH:17][cH:16]1. Yields the product Fc1ccc(CCl)cc1Oc1ccccc1. The reactants are Cc1ccccc1, OCc1ccc(F)c(Oc2ccccc2)c1, O=S(Cl)Cl, c1ccncc1. Starting materials: BrC1=C(C=C(C(=O)OC)C=C1)C (methyl 4-bromo-3-methylbenzoate), CN(C)C=O (DMF). Reagents/catalysts: C=1C=CC(=CC1)[P](C=2C=CC=CC2)(C=3C=CC=CC3)[Pd]([P](C=4C=CC=CC4)(C=5C=CC=CC5)C=6C=CC=CC6)([P](C=7C=CC=CC7)(C=8C=CC=CC8)C=9C=CC=CC9)[P](C=1C=CC=CC1)(C=1C=CC=CC1)C=1C=CC=CC1 (Pd(Ph3P)4), [C-]#N.[C-]#N.[Zn+2] (Zn(CN)2). Product: C(#N)C1=C(C=C(C(=O)OC)C=C1)C (methyl 4-cyano-3-methylbenzoate). As a reaction SMILES: Br[C:2]1[CH:11]=[CH:10][C:5]([C:6]([O:8][CH3:9])=[O:7])=[CH:4][C:3]=1[CH3:12].[CH3:13][N:14](C=O)C>C1C=CC([P]([Pd]([P](C2C=CC=CC=2)(C2C=CC=CC=2)C2C=CC=CC=2)([P](C2C=CC=CC=2)(C2C=CC=CC=2)C2C=CC=CC=2)[P](C2C=CC=CC=2)(C2C=CC=CC=2)C2C=CC=CC=2)(C2C=CC=CC=2)C2C=CC=CC=2)=CC=1.[C-]#N.[C-]#N.[Zn+2]>[C:13]([C:2]1[CH:11]=[CH:10][C:5]([C:6]([O:8][CH3:9])=[O:7])=[CH:4][C:3]=1[CH3:12])#[N:14] |f:3.4.5,^1:21,23,42,61|. Procedure: To a microwave tube, was added methyl 4-bromo-3-methylbenzoate (100 mg, 0.437 mmol), Pd(Ph3P)4 (25.2 mg, 0.022 mmol), Zn(CN)2 (51.3 mg, 0.437 mmol) and DMF (2 mL). The mixture was flushed with N2 and capped tightly. The reaction mixture was exposed to microwave irradiation at 150° C. for 5 min. The mixture was diluted with EtOAc and washed with water. The organic layer was dried (Na2SO4), filtered and the solvent was evaporated in vacuo. The residue was purified by flash chromatography on silica... Starting materials: RhCl3.3H2O, C=CCCCCCCCCCCCCCC (1-hexadecene), C(C)NCC (diethylamine), C(C)O (ethanol). The product is olefin, C(CCCCCCCCCCCCCCCC)N(CC)CC (heptadecyldiethylamine). Reaction SMILES: [CH2:1]=[CH:2][CH2:3][CH2:4][CH2:5][CH2:6][CH2:7][CH2:8][CH2:9][CH2:10][CH2:11][CH2:12][CH2:13][CH2:14][CH2:15][CH3:16].[CH2:17]([NH:19][CH2:20][CH3:21])[CH3:18].[CH2:22](O)C>>[CH2:1]([N:19]([CH2:20][CH3:21])[CH2:17][CH3:18])[CH2:2][CH2:3][CH2:4][CH2:5][CH2:6][CH2:7][CH2:8][CH2:9][CH2:10][CH2:11][CH2:12][CH2:13][CH2:14][CH2:15][CH2:16][CH3:22]. Reported procedure: A 40 ml ethanol solution containing 0.015 g of RhCl3.3H2O, 35 g of 1-hexadecene, and 18 g of diethylamine was charged in an autoclave of 200 ml capacity, and the reaction was conducted under the conditions described in Example 1. Upon completion of the reaction, the contents separated into a product amine phase and a yellow solvent phase. To this solvent phase again were added 1-hexadecene and diethylamine in the same amounts as used in the first run, followed by phase separation. Further, the s... Starting materials: ClC=1C2=C(N=CN1)C=CS2 (4-Chlorothieno[3,2-d]pyrimidine), ClC=1C=C(N)C=CC1OCC1=C(C=CC=C1)OC (3-chloro-4-(2-methoxybenzyloxy)aniline). Solvent: CC(C)O (2-propanol). Yields the product Cl.ClC=1C=C(NC=2C3=C(N=CN2)C=CS3)C=CC1OCC1=C(C=CC=C1)OC (4-[3-Chloro-4-(2-methoxybenzyloxy)anilino]thieno[3,2-d]pyrimidine hydrochloride). Yield: 78.0%. RXN SMILES: [Cl:1][C:2]1[C:3]2[S:10][CH:9]=[CH:8][C:4]=2[N:5]=[CH:6][N:7]=1.[Cl:11][C:12]1[CH:13]=[C:14]([CH:16]=[CH:17][C:18]=1[O:19][CH2:20][C:21]1[CH:26]=[CH:25][CH:24]=[CH:23][C:22]=1[O:27][CH3:28])[NH2:15]>CC(O)C>[ClH:1].[Cl:11][C:12]1[CH:13]=[C:14]([CH:16]=[CH:17][C:18]=1[O:19][CH2:20][C:21]1[CH:26]=[CH:25][CH:24]=[CH:23][C:22]=1[O:27][CH3:28])[NH:15][C:2]1[C:3]2[S:10][CH:9]=[CH:8][C:4]=2[N:5]=[CH:6][N:7]=1 |f:3.4|. Procedure: 4-Chlorothieno[3,2-d]pyrimidine (0.102 g, 0.60 mmol) and 3-chloro-4-(2-methoxybenzyloxy)aniline (prepared according to the published method: WO 96/09294) (0.161 g, 0.65 mmol) were reacted in 2-propanol (4 ml) for 1.25 hours, according to Procedure A. The product was obtained as pale cream prisms (0.203 g, 78%) with m.p. 210-212° C.; (Found: C, 55.28; H, 4.00; N, 9.44. C20H16ClN3O2S.HCl requires: C, 55.31; H, 3.92; N, 9.67%); δH [2H6]-DMSO 11.19 (1H, br s, NH), 8.88 (1H, s, 2-H), 8.48 (1H, d, J 7... Reported procedure: Process: Heat citric acid to 60° C. and moisten with 8 ml of 60% malic acid solution. Allow sodium bicarbonate I to react to give monosodium citrate and malate; then allow sodium bicarbonate II and potassium bicarbonate to undergo partial reaction. Add sodium carbonate and allow partial reaction, and then dry in vacuo. Mix the resulting granules with arginine aspartate and the additives (Sweetener, aroma) and compress to give tablets. Yields the product C(CC(O)(C(=O)O)CC(=O)O)(=O)[O-].[Na+] (monosodium citrate), C(C(O)CC(=O)[O-])(=O)[O-] (malate). RXN SMILES: [C:1]([OH:13])(=[O:12])[CH2:2][C:3]([CH2:8][C:9]([OH:11])=[O:10])([C:5]([OH:7])=[O:6])[OH:4].[C:14]([OH:22])(=[O:21])[CH:15]([CH2:17][C:18]([OH:20])=[O:19])[OH:16].C(=O)(O)[O-].[Na+:27]>>[C:1]([O-:13])(=[O:12])[CH2:2][C:3]([CH2:8][C:9]([OH:11])=[O:10])([C:5]([OH:7])=[O:6])[OH:4].[Na+:27].[C:14]([O-:22])(=[O:21])[CH:15]([CH2:17][C:18]([O-:20])=[O:19])[OH:16] |f:2.3,4.5|. Starting materials: C([O-])(O)=O.[Na+] (sodium bicarbonate), C(CC(O)(C(=O)O)CC(=O)O)(=O)O (citric acid), C(C(O)CC(=O)O)(=O)O (malic acid). The reactants are Cl.NC=1C=C(C=CC1)C1=CC=CC=2C=C(SC21)C(=O)N[C@H]2CN1CCC2CC1 (7-(3-aminophenyl)-N-[(3R)-1-azabicyclo[2.2.2]oct-3-yl]-1-benzothiophene-2-carboxamide hydrochloride), C1(CCCCC1)C(=O)Cl (cyclohexylcarbonyl chloride). Yields the product Cl.N12C[C@@H](C(CC1)CC2)NC(=O)C=2SC1=C(C2)C=CC=C1C1=CC(=CC=C1)NC(=O)C1CCCCC1 (N-[(3R)-1-Azabicyclo[2.2.2]oct-3-yl]-7-{3-[(cyclohexylcarbonyl)amino]phenyl}-1-benzothiophene-2-carboxamide hydrochloride). Reaction SMILES: Cl.[NH2:2][C:3]1[CH:4]=[C:5]([C:9]2[C:17]3[S:16][C:15]([C:18]([NH:20][C@@H:21]4[CH:26]5[CH2:27][CH2:28][N:23]([CH2:24][CH2:25]5)[CH2:22]4)=[O:19])=[CH:14][C:13]=3[CH:12]=[CH:11][CH:10]=2)[CH:6]=[CH:7][CH:8]=1.[CH:29]1([C:35]([Cl:37])=[O:36])[CH2:34][CH2:33][CH2:32][CH2:31][CH2:30]1>>[ClH:37].[N:23]12[CH2:24][CH2:25][CH:26]([CH2:27][CH2:28]1)[C@@H:21]([NH:20][C:18]([C:15]1[S:16][C:17]3[C:9]([C:5]4[CH:6]=[CH:7][CH:8]=[C:3]([NH:2][C:35]([CH:29]5[CH2:34][CH2:33][CH2:32][CH2:31][CH2:30]5)=[O:36])[CH:4]=4)=[CH:10][CH:11]=[CH:12][C:13]=3[CH:14]=1)=[O:19])[CH2:22]2 |f:0.1,3.4|. Procedure details: 50 mg (0.12 mmol) of 7-(3-aminophenyl)-N-[(3R)-1-azabicyclo[2.2.2]oct-3-yl]-1-benzothiophene-2-carboxamide hydrochloride (Example 21) and 35.4 mg (0.24 mmol) of cyclohexylcarbonyl chloride are reacted together by general method F. 9.8 mg (16.2% of theory) of the title compound are obtained. The reactants are C(C)(=O)N1N=CC2=CC(=CC=C12)OC1=CC=C(C=C1)C1OCCO1 (1-Acetyl-5-{[4-(1,3-dioxolan-2-yl)phenyl]oxy}-1H-indazole), CC=1C=CC(=CC1)S(=O)(=O)O (TsOH). Run in CC(=O)C (acetone). Reaction conditions: time 16 hour. Yields the product C(C)(=O)N1N=CC2=CC(=CC=C12)OC1=CC=C(C=O)C=C1 (4-[(1-acetyl-1H-indazol-5-yl)oxy]benzaldehyde). Reaction SMILES: [C:1]([N:4]1[C:12]2[C:7](=[CH:8][C:9]([O:13][C:14]3[CH:19]=[CH:18][C:17]([CH:20]4OCC[O:21]4)=[CH:16][CH:15]=3)=[CH:10][CH:11]=2)[CH:6]=[N:5]1)(=[O:3])[CH3:2].CC1C=CC(S(O)(=O)=O)=CC=1>CC(C)=O>[C:1]([N:4]1[C:12]2[C:7](=[CH:8][C:9]([O:13][C:14]3[CH:19]=[CH:18][C:17]([CH:20]=[O:21])=[CH:16][CH:15]=3)=[CH:10][CH:11]=2)[CH:6]=[N:5]1)(=[O:3])[CH3:2]. Reported procedure: 1-Acetyl-5-{[4-(1,3-dioxolan-2-yl)phenyl]oxy}-1H-indazole (835 mg, 2.57 mmol) in 25 mL acetone was treated with MP-TsOH (Argonaut, macroporous polymer supported tosic acid, approximately 200 mg, 0.28 mmol) and stirred for 16 hours. The reaction was filtered and concentrated to provide 4-[(1-acetyl-1H-indazol-5-yl)oxy]benzaldehyde quantitatively, which was used without further purification.